From a dataset of the Open Reaction Database (ORD), a public repository of structured organic reaction records. describe an organic reaction: reactants, conditions, products, and yield Reactants: CC(C)C[Al+]CC(C)C, CC(C)C[AlH]CC(C)C, CCCOc1ccc(C2=NN(C(=O)Nc3ccc(OC(F)(F)F)cc3)CC2N(C)C(=O)OC)cc1, [H-], C1CCOC1. Yields the product CCCOc1ccc(C2NN(C(=O)Nc3ccc(OC(F)(F)F)cc3)CC2N(C)C(=O)OC)cc1. As a reaction SMILES: [CH2:37]([Al+:38][CH2:39][CH:40]([CH3:41])[CH3:42])[CH:43]([CH3:44])[CH3:45].[CH3:46][CH:47]([CH2:48][AlH:49][CH2:50][CH:51]([CH3:52])[CH3:53])[CH3:54].[F:1][C:2]([O:3][c:4]1[cH:5][cH:6][c:7]([NH:10][C:11](=[O:12])[N:13]2[N:14]=[C:15]([c:24]3[cH:25][cH:26][c:27]([O:30][CH2:31][CH2:32][CH3:33])[cH:28][cH:29]3)[CH:16]([N:18]([C:19](=[O:20])[O:21][CH3:22])[CH3:23])[CH2:17]2)[cH:8][cH:9]1)([F:34])[F:35].[H-:36].[O:55]1[CH2:56][CH2:57][CH2:58][CH2:59]1>>[F:1][C:2]([O:3][c:4]1[cH:5][cH:6][c:7]([NH:10][C:11](=[O:12])[N:13]2[NH:14][CH:15]([c:24]3[cH:25][cH:26][c:27]([O:30][CH2:31][CH2:32][CH3:33])[cH:28][cH:29]3)[CH:16]([N:18]([C:19](=[O:20])[O:21][CH3:22])[CH3:23])[CH2:17]2)[cH:8][cH:9]1)([F:34])[F:35]. Reactants: OCC(F)(F)C(F)(F)F, O, Cc1ccc(S(=O)(=O)Cl)cc1, c1ccncc1. Product: Cc1ccc(S(=O)(=O)OCC(F)(F)C(F)(F)F)cc1. Reaction SMILES: [F:1][C:2]([CH2:3][OH:4])([C:5]([F:6])([F:7])[F:8])[F:9].[OH2:27].[c:16]1([CH3:26])[cH:17][cH:18][c:19]([S:22](=[O:23])(=[O:24])[Cl:25])[cH:20][cH:21]1.[cH:10]1[cH:11][cH:12][n:13][cH:14][cH:15]1>>[F:1][C:2]([CH2:3][O:4][S:22]([c:19]1[cH:18][cH:17][c:16]([CH3:26])[cH:21][cH:20]1)(=[O:23])=[O:24])([C:5]([F:6])([F:7])[F:8])[F:9].